Dataset: the Open Reaction Database (ORD), a public repository of structured organic reaction records. Task: describe an organic reaction: reactants, conditions, products, and yield The reactants are amine, carboxylic acid, tert-butyl 5-[(t-butoxycarbonyl)(methyl)amino], C(C)(C)(C)OC(=O)N(C=1C=CC2=C(N(C(=N2)N(C)C(C)C)C(=O)OC(C)(C)C)C1)C (tert-butyl 6-[(t-butoxycarbonyl)(methyl)amino]-2-[isopropyl(methyl)amino]-1H-benzimidazole-1-carboxylate), FC(C(=O)O)(F)F (trifluoroacetic acid), C=1C=CC2=C(C1)N=NN2O (HOBt), monohydrate, C(O)([O-])=O.[Na+] (sodium hydrogencarbonate), [OH-].[Na+] (NaOH), CCN=C=NCCCN(C)C.Cl (WSC.HCl). As a reaction SMILES: C(O[C:6]([N:8]([CH3:30])[C:9]1[CH:10]=[CH:11][C:12]2[N:16]=[C:15]([N:17]([CH:19]([CH3:21])[CH3:20])[CH3:18])[N:14](C(OC(C)(C)C)=O)[C:13]=2[CH:29]=1)=[O:7])(C)(C)C.[OH-:31].[Na+].C[CH2:34][N:35]=[C:36]=[N:37]CCCN(C)C.Cl.[CH:45]1[CH:46]=[CH:47][C:48]2N(O)N=N[C:49]=2[CH:50]=1.C(=O)([O-])O.[Na+].[F:60][C:61]([F:66])([F:65])C(O)=O>CN(C)C=O.O>[CH:19]([N:17]([CH3:18])[C:15]1[NH:14][C:13]2[CH:29]=[C:9]([N:8]([CH3:30])[C:6]([C:36]3[N:35]=[C:34]([C:49]4[CH:48]=[CH:47][C:46]([C:61]([F:66])([F:65])[F:60])=[CH:45][CH:50]=4)[O:31][N:37]=3)=[O:7])[CH:10]=[CH:11][C:12]=2[N:16]=1)([CH3:20])[CH3:21] |f:1.2,3.4,6.7|. The solvent is CN(C=O)C (dimethylformamide), O (Water). Run at time 3.5 hour. The product is C(C)(C)N(C1=NC2=C(N1)C=C(C=C2)N(C(=O)C2=NOC(=N2)C2=CC=C(C=C2)C(F)(F)F)C)C (N-{2-[isopropyl(methyl)amino]-1H-benzimidazol-6-yl}-N-methyl-5-[4-(trifluoromethyl)phenyl]-1,2,4-oxadiazole-3-carboxamide). Procedure details: Thus obtained mixture (207 mg) of tert-butyl 5-[(t-butoxycarbonyl)(methyl)amino]-2-[isopropyl(methyl)amino-1H-benzimidazole-1-carboxylate and tert-butyl 6-[(t-butoxycarbonyl)(methyl)amino]-2-[isopropyl(methyl)amino]-1H-benzimidazole-1-carboxylate was dissolved in trifluoroacetic acid (2 ml) and stirred for 3.5 hours. The reaction liquid was made alkaline by addition of 4N-aqueous NaOH solution and extracted with chloroform. The organic layer was washed with saturated brine and dried over anhydro... Reactants: CC1=C(COC=2C(=NC=C(C2)C)[N+](=O)[O-])C(=CC=C1)C (3-(2,6-dimethylbenzyloxy)-5-methyl-2-nitropyridine), Cl (HCl), O (water). Reagents/catalysts: [Fe] (iron). Solvent: C(C)O (ethanol). Yields the product NC1=NC=C(C=C1OCC1=C(C=CC=C1C)C)C (2-amino-3-(2,6-dimethylbenzyloxy)-5-methylpyridine). Isolated yield 92.1%. RXN SMILES: [CH3:1][C:2]1[CH:19]=[CH:18][CH:17]=[C:16]([CH3:20])[C:3]=1[CH2:4][O:5][C:6]1[C:7]([N+:13]([O-])=O)=[N:8][CH:9]=[C:10]([CH3:12])[CH:11]=1.Cl.O>[Fe].C(O)C>[NH2:13][C:7]1[C:6]([O:5][CH2:4][C:3]2[C:16]([CH3:20])=[CH:17][CH:18]=[CH:19][C:2]=2[CH3:1])=[CH:11][C:10]([CH3:12])=[CH:9][N:8]=1. Procedure details: A mixture of 3-(2,6-dimethylbenzyloxy)-5-methyl-2-nitropyridine (1.9 g, 6.99 mmol), iron powder (6.4 g), concentrated HCl (0.15 ml), water (1.5 ml) and 95% ethanol (35 ml) was refluxed for 1.0 h. The reaction mixture was filtered over celite and the solvent was removed under reduced pressure. The residue was purified by column chromatography on silica gel, using methylene chloride:methanol (100:4) as eluent to give 1.56 g (92%) of the title compound. The reactants are CS(=O)(=O)OCCN1C=NC(=C1)C1=NC=CC(=C1)C(=O)OC (methyl 2-(1-{2-[(methylsulfonyl)oxy]ethyl}-1H-imidazol-4-yl)pyridine-4-carboxylate), FC=1C=C(CNC)C=CC1 (3-fluoro-N-methylbenzylamine). Yields the product FC=1C=C(C=CC1)CN(CCN1C=NC(=C1)C1=NC=CC(=C1)C(=O)O)C (2-[1-[2-[(3-fluorophenyl)methyl-methylamino]ethyl]imidazol-4-yl]pyridine-4-carboxylic acid). The yield is 9.0%. RXN SMILES: CS(O[CH2:6][CH2:7][N:8]1[CH:12]=[C:11]([C:13]2[CH:18]=[C:17]([C:19]([O:21]C)=[O:20])[CH:16]=[CH:15][N:14]=2)[N:10]=[CH:9]1)(=O)=O.[F:23][C:24]1[CH:25]=[C:26]([CH:30]=[CH:31][CH:32]=1)[CH2:27][NH:28][CH3:29]>>[F:23][C:24]1[CH:25]=[C:26]([CH2:27][N:28]([CH3:29])[CH2:6][CH2:7][N:8]2[CH:12]=[C:11]([C:13]3[CH:18]=[C:17]([C:19]([OH:21])=[O:20])[CH:16]=[CH:15][N:14]=3)[N:10]=[CH:9]2)[CH:30]=[CH:31][CH:32]=1. Procedure details: The title compound was prepared in 9% yield from methyl 2-(1-{2-[(methylsulfonyl)oxy]ethyl}-1H-imidazol-4-yl)pyridine-4-carboxylate (PREPARATION 6) and 3-fluoro-N-methylbenzylamine according to the procedure for the preparation of Example 58. 1HNMR (400 MHz, DMSO): δ 2.20 (3H, s), 2.71 (2H, t, J=6.2 Hz), 4.02 (1H, t, J=5.8 Hz), 4.16 (2H, t, J=6.2 Hz), 4.39 (1H, t, J=5.9 Hz), 6.93 (1H, d, J=9.8 Hz), 7.00 (2H, d, J=7.8 Hz), 7.25 (1H, m), 7.57 (1H, m), 7.74 (1H, s), 7.79 (1H, d, J=4.2 Hz), 8.30 (1H... Starting materials: CO, COC(=O)c1cccc([N+](=O)[O-])c1Cl, [Na+], [Na+], [Na+], [Na+], O=C([O-])[O-], C1CCOC1, O, O=S([O-])S(=O)[O-]. The product is COC(=O)c1cccc(N)c1Cl. As a reaction SMILES: [CH3:30][OH:31].[Cl:15][c:16]1[c:17]([C:18](=[O:19])[O:20][CH3:21])[cH:22][cH:23][cH:24][c:25]1[N+:26]([O-:27])=[O:28].[Na+:10].[Na+:7].[Na+:8].[Na+:9].[O-:11][C:12](=[O:13])[O-:14].[O:32]1[CH2:33][CH2:34][CH2:35][CH2:36]1.[OH2:29].[S:1]([S:2]([O-:3])=[O:4])([O-:5])=[O:6]>>[Cl:15][c:16]1[c:17]([C:18](=[O:19])[O:20][CH3:21])[cH:22][cH:23][cH:24][c:25]1[NH2:26]. The reactants are O (water), C(C)(C)(C)OC(=O)N[C@H]([C@H](C(=O)OC)O)C1=CC=CC=C1 (methyl (2R,3S)-3-t-butoxycarbonylamino-2-hydroxy-3-phenylpropionate), b-toluenesulphonate, COC1=C(C=O)C=CC(=C1)OC (2,4-dimethoxybenzaldehyde). The solvent is C1(=CC=CC=C1)C (toluene). Conditions: temperature 20 celsius. Product: C(C)(C)(C)OC(=O)N1C(O[C@H]([C@@H]1C1=CC=CC=C1)C(=O)OC)C1=C(C=C(C=C1)OC)OC ((4S,5R)-3-t-butoxycarbonyl-2-(2,4-dimethoxyphenyl)-4-phenyl-5-methoxycarbonyl-1,3-oxazolidine). Isolated yield 93.8%. Reaction SMILES: [C:1]([O:5][C:6]([NH:8][C@@H:9]([C:16]1[CH:21]=[CH:20][CH:19]=[CH:18][CH:17]=1)[C@@H:10]([OH:15])[C:11]([O:13][CH3:14])=[O:12])=[O:7])([CH3:4])([CH3:3])[CH3:2].[CH3:22][O:23][C:24]1[CH:31]=[C:30]([O:32][CH3:33])[CH:29]=[CH:28][C:25]=1[CH:26]=O.O>C1(C)C=CC=CC=1>[C:1]([O:5][C:6]([N:8]1[C@@H:9]([C:16]2[CH:17]=[CH:18][CH:19]=[CH:20][CH:21]=2)[C@H:10]([C:11]([O:13][CH3:14])=[O:12])[O:15][CH:26]1[C:25]1[CH:28]=[CH:29][C:30]([O:32][CH3:33])=[CH:31][C:24]=1[O:23][CH3:22])=[O:7])([CH3:4])([CH3:2])[CH3:3]. Reported procedure: A solution of 0.497 g of methyl (2R,3S)-3-t-butoxycarbonylamino-2-hydroxy-3-phenylpropionate, 0.012 g of pyridinum b-toluenesulphonate and 0.295 g of 2,4-dimethoxybenzaldehyde in 20 cm3 of anhydrous toluene is heated to reflux for 24 hours. The water formed during the reaction is removed by means of a Dean and Stark apparatus. After cooling to a temperature in the region of 20° C., the solution is washed with 37% (w/w) aqueous sodium hydrogen sulphite solution and then with saturated aqueous sod... Product: Cc1nc(NCCO)nnc1-c1ccccc1. Starting materials: CSc1nnc(-c2ccccc2)c(C)n1, CCOC(C)=O, NCCO. As a reaction SMILES: [CH3:1][c:2]1[n:3][c:4]([S:14][CH3:15])[n:5][n:6][c:7]1-[c:8]1[cH:9][cH:10][cH:11][cH:12][cH:13]1.[CH3:20][CH2:21][O:22][C:23](=[O:24])[CH3:25].[NH2:16][CH2:17][CH2:18][OH:19]>>[CH3:1][c:2]1[n:3][c:4]([NH:16][CH2:17][CH2:18][OH:19])[n:5][n:6][c:7]1-[c:8]1[cH:9][cH:10][cH:11][cH:12][cH:13]1. Run in C(C)O (ethanol), O (water). Product: [N+](=O)(O)[O-].BrC1=CC=C(C=NNC(=N)NN=CC2=CC=C(C=C2)Br)C=C1 (1,3-Bis(4-bromobenzylideneamino)guanidine Nitrate). Procedure: A boiling solution of 20.0 grams of 4-bromobenzaldehyde in 250 milliliters of ethanol is stirred vigorously as a solution of 6.1 grams of 1,2-diaminoguanidine nitrate and 0.5 milliliters of concentrated nitric acid in 50 milliliters of water is added in one portion. The reaction mixture is stirred as the temperature recedes to room temperature. The reaction mixture is allowed to stand for several hours. The precipitate which forms is collected, washed with hot ethanol, air dried and finally drie... The reactants are BrC1=CC=C(C=O)C=C1 (4-bromobenzaldehyde), [N+](=O)(O)[O-].NNC(=NN)N (1,2-diaminoguanidine nitrate), [N+](=O)(O)[O-] (nitric acid). Reaction SMILES: [Br:1][C:2]1[CH:9]=[CH:8][C:5]([CH:6]=O)=[CH:4][CH:3]=1.[N+:10]([O-:13])([OH:12])=[O:11].[NH2:14][NH:15][C:16]([NH2:19])=[N:17][NH2:18].[N+]([O-])(O)=O>C(O)C.O>[N+:10]([O-:13])([OH:12])=[O:11].[Br:1][C:2]1[CH:9]=[CH:8][C:5]([CH:6]=[N:18][NH:17][C:16]([NH:15][N:14]=[CH:6][C:5]2[CH:8]=[CH:9][C:2]([Br:1])=[CH:3][CH:4]=2)=[NH:19])=[CH:4][CH:3]=1 |f:1.2,6.7|. Reactants: N[C@@H]([C@H](O)C)C(=O)O (L-threonine), [OH-].[Na+] (sodium hydroxide), S([O-])(O)(=O)=O.[K+] (potassium bisulfate), [N+](=O)([O-])C1=C(C=CC=C1)SCl (o-nitrophenylsulfenyl chloride), [OH-].[Na+] (sodium hydroxide). Solvent: O1CCOCC1 (dioxane), O (water). Yields the product [N+](=O)([O-])C1=C(C=CC=C1)N[C@@H]([C@H](O)C)C(=S)O (2-Nitrophenylthio-L-threonine). Reaction SMILES: [NH2:1][C@H:2]([C:6]([OH:8])=O)[C@@H:3]([CH3:5])[OH:4].[OH-].[Na+].[N+:11]([C:14]1[CH:19]=[CH:18][CH:17]=[CH:16][C:15]=1SCl)([O-:13])=[O:12].[S:22](=O)(=O)(O)[O-].[K+]>O.O1CCOCC1>[N+:11]([C:14]1[CH:19]=[CH:18][CH:17]=[CH:16][C:15]=1[NH:1][C@H:2]([C:6]([OH:8])=[S:22])[C@@H:3]([CH3:5])[OH:4])([O-:13])=[O:12] |f:1.2,4.5|. Procedure: L-threonine (11.9 g) is added to dioxane (125 ml) and 2N sodium hydroxide (50 ml). To the vigorously stirred solution, o-nitrophenylsulfenyl chloride (20.9 g) is added in ten equal portions over fifteen minutes, while 2N sodium hydroxide (60 ml) is slowly added dropwise. After five more minutes the reaction mixture is diluted with water (400 ml) and acidified to pH 2.5 with 10% potassium bisulfate. The organic layer is immediately extracted with ethyl acetate (three 200 ml portions), and the com... Starting materials: CCO, CC(C)Nc1cc([N+](=O)[O-])ccc1OC(C)C. Product: CC(C)Nc1cc(N)ccc1OC(C)C. As a reaction SMILES: [CH3:18][CH2:19][OH:20].[CH:1]([CH3:2])([CH3:3])[O:4][c:5]1[c:6]([NH:14][CH:15]([CH3:16])[CH3:17])[cH:7][c:8]([N+:11]([O-:12])=[O:13])[cH:9][cH:10]1>>[CH:1]([CH3:2])([CH3:3])[O:4][c:5]1[c:6]([NH:14][CH:15]([CH3:16])[CH3:17])[cH:7][c:8]([NH2:11])[cH:9][cH:10]1. Reactants: C(CCC)[Li] (butyllithium), C(CCCC=C)(=O)O (5-hexenoic acid), S(O)(O)(=O)=O (sulfuric acid), C(C)(=O)O (Acetic acid), Lactone, P([O-])([O-])=O (phosphonate), C(CCCC=C)(=O)OC (methyl 5-hexenoate). Run in CO (methanol), C(CCl)Cl (ethylene dichloride), O1CCCC1 (tetrahydrofuran), O1CCCC1 (tetrahydrofuran). Reaction conditions: temperature -75 celsius, time 2 hour. The product is C(CCCC=C)(=O)OC (Methyl 5-hexenoate), O=C(CP(OC)(OC)=O)CCCC=C (dimethyl 2-oxo-6-heptenylphosphonate). RXN SMILES: [PH:1](=[O:4])([O-])[O-].[C:5]([OH:12])(=O)[CH2:6][CH2:7][CH2:8][CH:9]=[CH2:10].S(=O)(=O)(O)O.[CH2:18]([Li])CCC.[C:23]([O:30][CH3:31])(=[O:29])[CH2:24][CH2:25][CH2:26][CH:27]=[CH2:28].[C:32]([OH:35])(=O)C>O1CCCC1.C(Cl)CCl.CO>[C:23]([O:30][CH3:31])(=[O:29])[CH2:24][CH2:25][CH2:26][CH:27]=[CH2:28].[O:12]=[C:5]([CH2:6][CH2:7][CH2:8][CH:9]=[CH2:10])[CH2:18][P:1](=[O:4])([O:30][CH3:31])[O:35][CH3:32]. Procedure details: Via Lactone XXXVII. Refer to Chart 3. A phosphonate reagent is first prepared. Methyl 5-hexenoate is prepared from 5-hexenoic acid by reaction with methanol and concentrated sulfuric acid in refluxing ethylene dichloride, thereafter washing and distilling the product. The anion of dimethyl methylphosphonate, prepared from dimethyl methylphosphonate (82 g.) and 400 ml. of 1.6 M butyllithium in 800 ml. of tetrahydrofuran at -55° to -60° C. is treated with methyl 5-hexenoate (41 g.) added in 65 ml....